From a dataset of the Open Reaction Database (ORD), a public repository of structured organic reaction records. describe an organic reaction: reactants, conditions, products, and yield Starting materials: CCc1nc2c([N+](=O)[O-])cccc2o1, CO. The product is CCc1nc2c(N)cccc2o1. RXN SMILES: [CH2:1]([CH3:2])[c:3]1[o:4][c:5]2[c:6]([n:7]1)[c:8]([N+:12]([O-:13])=[O:14])[cH:9][cH:10][cH:11]2.[CH3:15][OH:16]>>[CH2:1]([CH3:2])[c:3]1[o:4][c:5]2[c:6]([n:7]1)[c:8]([NH2:12])[cH:9][cH:10][cH:11]2.